From a dataset of the Open Reaction Database (ORD), a public repository of structured organic reaction records. describe an organic reaction: reactants, conditions, products, and yield Starting materials: CC1=CC(=C(O1)CCC)C(=O)OCC (ethyl 5-methyl-2-propyl- 3-furoate). Run in [OH-].[Na+] (sodium hydroxide), C(C)O (ethanol). Yields the product CC1=CC(=C(O1)CCC)C(=O)O (5-methyl-2-propyl-3-furoic acid). As a reaction SMILES: [CH3:1][C:2]1[O:6][C:5]([CH2:7][CH2:8][CH3:9])=[C:4]([C:10]([O:12]CC)=[O:11])[CH:3]=1>[OH-].[Na+].C(O)C>[CH3:1][C:2]1[O:6][C:5]([CH2:7][CH2:8][CH3:9])=[C:4]([C:10]([OH:12])=[O:11])[CH:3]=1 |f:1.2|. Procedure: Saponification of 0.5 g of the ester was carried out by refluxing 12 hours in 10 ml of 25% aqueous sodium hydroxide and 5 ml of ethanol. Acidification precipitated the crude acid which was purified by sublimination to give 5-methyl-2-propyl-3-furoic acid, mp 91°-102° C. Reactants: COC(=O)CBr, C1CCOC1, [H-], [Na+], Oc1cccnc1. Product: COC(=O)COc1cccnc1. As a reaction SMILES: [Br:10][CH2:11][C:12](=[O:13])[O:14][CH3:15].[CH2:16]1[O:17][CH2:18][CH2:19][CH2:20]1.[H-:1].[Na+:2].[n:3]1[cH:4][c:5]([OH:9])[cH:6][cH:7][cH:8]1>>[n:3]1[cH:4][c:5]([O:9][CH2:11][C:12](=[O:13])[O:14][CH3:15])[cH:6][cH:7][cH:8]1. Starting materials: CCBr, CS(C)=O, COc1ccc2c(C)c[nH]c2c1, [K+], [OH-]. Product: CCn1cc(C)c2ccc(OC)cc21. Reaction SMILES: [CH2:15]([CH3:16])[Br:17].[CH3:18][S:19](=[O:20])[CH3:21].[CH3:1][c:2]1[cH:3][nH:4][c:5]2[cH:6][c:7]([O:11][CH3:12])[cH:8][cH:9][c:10]12.[K+:14].[OH-:13]>>[CH3:1][c:2]1[cH:3][n:4]([CH2:15][CH3:16])[c:5]2[cH:6][c:7]([O:11][CH3:12])[cH:8][cH:9][c:10]12. The reactants are 3-halo-3-cephem esters, S1C(=CC=C1)CC(=O)NC1[C@@H]2N(C(=C(CS2)O)C(=O)OCC2=CC=C(C=C2)[N+](=O)[O-])C1=O (p-nitrobenzyl 7-[2-(2-thienyl)acetamido]-3-hydroxy-3-cephem-4-carboxylate), S(=O)(Cl)Cl (thionyl chloride), formula II, 3-hydroxy-3-cephem esters. The solvent is CN(C)C=O (DMF). Product: S1C(=CC=C1)CC(=O)NC1[C@@H]2N(C(=C(CS2)Cl)C(=O)OCC2=CC=C(C=C2)[N+](=O)[O-])C1=O (p-nitrobenzyl 7-[2-(2-thienyl)acetamido]-3-chloro-3-cephem-4-carboxylate). Reaction SMILES: [S:1]1[CH:5]=[CH:4][CH:3]=[C:2]1[CH2:6][C:7]([NH:9][CH:10]1[C:31](=[O:32])[N:12]2[C:13]([C:18]([O:20][CH2:21][C:22]3[CH:27]=[CH:26][C:25]([N+:28]([O-:30])=[O:29])=[CH:24][CH:23]=3)=[O:19])=[C:14](O)[CH2:15][S:16][C@H:11]12)=[O:8].S(Cl)([Cl:35])=O>CN(C=O)C>[S:1]1[CH:5]=[CH:4][CH:3]=[C:2]1[CH2:6][C:7]([NH:9][CH:10]1[C:31](=[O:32])[N:12]2[C:13]([C:18]([O:20][CH2:21][C:22]3[CH:27]=[CH:26][C:25]([N+:28]([O-:30])=[O:29])=[CH:24][CH:23]=3)=[O:19])=[C:14]([Cl:35])[CH2:15][S:16][C@H:11]12)=[O:8]. Procedure: The 3-halo-3-cephem esters represented by the above formula II when Y is chloro or bromo are also prepared with the 3-hydroxy-3-cephem esters as described by R. R. Chauvette et al., J. Amer. Chem. Soc., 96, 4986 (1974). For example, p-nitrobenzyl 7-[2-(2-thienyl)acetamido]-3-hydroxy-3-cephem-4-carboxylate is reacted with thionyl chloride in dry DMF to yield p-nitrobenzyl 7-[2-(2-thienyl)acetamido]-3-chloro-3-cephem-4-carboxylate. Reactants: CSC1=NC=C(C=N1)Cl (2-Methylthio-5-chloropyrimidine), S(=O)(=O)(Cl)Cl (sulfuryl chloride). The solvent is ClCCl (dichloromethane). The product is ClCSC1=NC=C(C=N1)Cl (2-(Chloromethyl)thio-5-chloropyrimidine). The yield is 82.0%. As a reaction SMILES: [CH3:1][S:2][C:3]1[N:8]=[CH:7][C:6]([Cl:9])=[CH:5][N:4]=1.S(Cl)([Cl:13])(=O)=O>ClCCl>[Cl:13][CH2:1][S:2][C:3]1[N:8]=[CH:7][C:6]([Cl:9])=[CH:5][N:4]=1. Procedure details: 2-Methylthio-5-chloropyrimidine (75 mmol) and sulfuryl chloride (104 mmol) were heated together in refluxing dichloromethane (100 ml) for 3 h. Evaporation of the mixture left a solid which was recrystallized from ethanol; yield 82%, m.p. 78° C. 1H NMR (CDCl3): 5.20 (SCH2), 8.54 (H-4, H-6). RXN SMILES: [CH3:22][OH:23].[CH3:3][O:4][c:5]1[cH:6][c:7]2[cH:8][cH:9][c:10]([CH:15]([C:16](=[O:17])[O:18][CH3:19])[CH3:20])[cH:11][c:12]2[cH:13][cH:14]1.[ClH:21].[Na+:2].[OH-:1]>>[CH3:3][O:4][c:5]1[cH:6][c:7]2[cH:8][cH:9][c:10]([CH:15]([C:16](=[O:17])[OH:18])[CH3:20])[cH:11][c:12]2[cH:13][cH:14]1. Product: COc1ccc2cc(C(C)C(=O)O)ccc2c1. The reactants are CO, COC(=O)C(C)c1ccc2cc(OC)ccc2c1, Cl, [Na+], [OH-]. The reactants are C1=CC=CC=C1 (benzene), BrC(C(=O)OCC)C (Ethyl bromopropionate), II (I2), C1(=CC=CC=C1)S(=O)(=O)C=1C=C2CCCC(C2=CC1)=O (6-benzenesulfonyl-3,4-dihydro-2H-naphthalen-1-one). Reagents/catalysts: [Zn] (Zinc). Solvent: O (water). Run at time 10 minute. The product is COC(CC1(CCCC2=CC(=CC=C12)S(=O)(=O)C1=CC=CC=C1)O)=O ((6-benzenesulfonyl-1-hydroxy-1,2,3,4-tetrahydro-naphthalen-1-yl)-acetic acid methyl ester). As a reaction SMILES: C1C=CC=CC=1.II.[C:9]1([S:15]([C:18]2[CH:19]=[C:20]3[C:25](=[CH:26][CH:27]=2)[C:24](=[O:28])[CH2:23][CH2:22][CH2:21]3)(=[O:17])=[O:16])[CH:14]=[CH:13][CH:12]=[CH:11][CH:10]=1.Br[CH:30](C)[C:31]([O:33][CH2:34]C)=[O:32]>O.[Zn]>[CH3:34][O:33][C:31](=[O:32])[CH2:30][C:24]1([OH:28])[C:25]2[C:20](=[CH:19][C:18]([S:15]([C:9]3[CH:10]=[CH:11][CH:12]=[CH:13][CH:14]=3)(=[O:17])=[O:16])=[CH:27][CH:26]=2)[CH2:21][CH2:22][CH2:23]1. Reported procedure: A solution/suspension of anhydrous benzene (25 mL), powdered Zinc metal (0.505 g, 7.72 mmol), I2 (0.01 g) and 6-benzenesulfonyl-3,4-dihydro-2H-naphthalen-1-one was stirred for 10 minutes at room temperature. Ethyl bromopropionate (0.784 mL, 1.18 g, 7.07 mmol) was added and the reaction mixture was heated to reflux for 2.5 hours. The reaction mixture was allowed to cool, diluted with 300 mL of water and extracted twice with 250 mL of EtOAc. The combined organic layers were washed with water and s...